This data is from the Open Reaction Database (ORD), a public repository of structured organic reaction records. The task is: describe an organic reaction: reactants, conditions, products, and yield Starting materials: O (water), OO.NC(=O)N (urea hydrogen peroxide), [OH-].[Na+] (sodium hydroxide), COC=1C=CC(=NC1)CC(=O)N1CCC2(CN(C2)[C@@H]2CCC3=CC(=CC=C23)C2=NC=C(C#N)C=C2)CC1 (6-((R)-1-{7-[2-(5-methoxy-pyridin-2-yl)-acetyl]-2,7-diaza-spiro[3.5]non-2-yl}-indan-5-yl)-nicotinonitrile). The solvent is CCO (EtOH). Reaction conditions: time 18 hour. Product: COC=1C=CC(=NC1)CC(=O)N1CCC2(CN(C2)[C@@H]2CCC3=CC(=CC=C23)C2=NC=C(C(=O)N)C=C2)CC1 (6-((R)-1-{7-[2-(5-Methoxy-pyridin-2-yl)-acetyl]-2,7-diaza-spiro[3.5]non-2-yl}indan-5-yl)-nicotinamide). Isolated yield 2.8%. As a reaction SMILES: O.OO.N[C:5]([NH2:7])=[O:6].[OH-].[Na+].[CH3:10][O:11][C:12]1[CH:13]=[CH:14][C:15]([CH2:18][C:19]([N:21]2[CH2:46][CH2:45][C:24]3([CH2:27][N:26]([C@H:28]4[C:36]5[C:31](=[CH:32][C:33]([C:37]6[CH:44]=[CH:43][C:40](C#N)=[CH:39][N:38]=6)=[CH:34][CH:35]=5)[CH2:30][CH2:29]4)[CH2:25]3)[CH2:23][CH2:22]2)=[O:20])=[N:16][CH:17]=1>CCO>[CH3:10][O:11][C:12]1[CH:13]=[CH:14][C:15]([CH2:18][C:19]([N:21]2[CH2:22][CH2:23][C:24]3([CH2:27][N:26]([C@H:28]4[C:36]5[C:31](=[CH:32][C:33]([C:37]6[CH:44]=[CH:43][C:40]([C:5]([NH2:7])=[O:6])=[CH:39][N:38]=6)=[CH:34][CH:35]=5)[CH2:30][CH2:29]4)[CH2:25]3)[CH2:45][CH2:46]2)=[O:20])=[N:16][CH:17]=1 |f:1.2,3.4|. Reported procedure: To a solution of water (30 mL) and urea hydrogen peroxide (165 mg, 1.70 mmol) was added sodium hydroxide (39.8 mg, 0.99 mmol) and the reaction was stirred at room temperature. Once a clear solution was obtained, the reaction was placed in an ice bath and fitted with an addition funnel. A solution of 6-((R)-1-{7-[2-(5-methoxy-pyridin-2-yl)-acetyl]-2,7-diaza-spiro[3.5]non-2-yl}-indan-5-yl)-nicotinonitrile (11-1c, 379 mg, 0.85 mmol) in 1 mL of EtOH was added dropwise via the funnel over a period of...